From a dataset of the Open Reaction Database (ORD), a public repository of structured organic reaction records. describe an organic reaction: reactants, conditions, products, and yield The reactants are Cc1c(-c2ccc(F)cc2F)nc(Br)c(N)c1Br, CC(C)(C)ON=O, C1CCOC1. Product: Cc1c(Br)cc(Br)nc1-c1ccc(F)cc1F. Reaction SMILES: [Br:1][c:2]1[n:3][c:4](-[c:11]2[c:12]([F:18])[cH:13][c:14]([F:17])[cH:15][cH:16]2)[c:5]([CH3:10])[c:6]([Br:9])[c:7]1[NH2:8].[C:19]([O:20][N:21]=[O:22])([CH3:23])([CH3:24])[CH3:25].[CH2:26]1[O:27][CH2:28][CH2:29][CH2:30]1>>[Br:1][c:2]1[n:3][c:4](-[c:11]2[c:12]([F:18])[cH:13][c:14]([F:17])[cH:15][cH:16]2)[c:5]([CH3:10])[c:6]([Br:9])[cH:7]1. Reactants: COC(=O)CC1CCc2cc(Br)cc3[nH]c(=O)c(=O)n1c23, [C-]#N, CS(C)=O, [Cl-], [NH4+]. Yields the product COC(=O)CC1CCc2cc(C#N)cc3[nH]c(=O)c(=O)n1c23. RXN SMILES: [Br:1][c:2]1[cH:3][c:4]2[c:5]3[n:6]([c:7](=[O:13])[c:8](=[O:12])[nH:9][c:10]3[cH:11]1)[CH:14]([CH2:17][C:18](=[O:19])[O:20][CH3:21])[CH2:15][CH2:16]2.[C-:22]#[N:23].[CH3:26][S:27](=[O:28])[CH3:29].[Cl-:24].[NH4+:25]>>[c:2]1([C:22]#[N:23])[cH:3][c:4]2[c:5]3[n:6]([c:7](=[O:13])[c:8](=[O:12])[nH:9][c:10]3[cH:11]1)[CH:14]([CH2:17][C:18](=[O:19])[O:20][CH3:21])[CH2:15][CH2:16]2. The reactants are OC1=C(C2=C(C(C(=CO2)C2=CC=C(C=C2)C)=O)C=C1)C (7-Hydroxy-8-methyl-3-(4-methylphenyl)-4H-1-benzopyran-4-one), C (charcoal), O.C1(=CC=C(C=C1)S(=O)(=O)O)C (p-toluenesulfonic acid monohydrate). Reagents/catalysts: [Pd] (palladium). The solvent is O1CCOCC1 (dioxane), C(C)O (ethanol). Yields the product OC1=C(C2=C(CC(CO2)C2=CC=C(C=C2)C)C=C1)C (3,4-dihydro-7-hydroxy-8-methyl-3-(4-methylphenyl)-2H-1-benzopyran). As a reaction SMILES: [OH:1][C:2]1[CH:19]=[CH:18][C:5]2[C:6](=O)[C:7]([C:10]3[CH:15]=[CH:14][C:13]([CH3:16])=[CH:12][CH:11]=3)=[CH:8][O:9][C:4]=2[C:3]=1[CH3:20].C.O.C1(C)C=CC(S(O)(=O)=O)=CC=1>O1CCOCC1.C(O)C.[Pd]>[OH:1][C:2]1[CH:19]=[CH:18][C:5]2[CH2:6][CH:7]([C:10]3[CH:15]=[CH:14][C:13]([CH3:16])=[CH:12][CH:11]=3)[CH2:8][O:9][C:4]=2[C:3]=1[CH3:20] |f:2.3|. Procedure: 7-Hydroxy-8-methyl-3-(4-methylphenyl)-4H-1-benzopyran-4-one (400 mg) in a mixture of dioxane and ethanol 1:1 (200 ml) is hydrogenated for 64 h at room temperature over palladium 10% on active charcoal (100 mg) in the presence of p-toluenesulfonic acid monohydrate (120 mg). After filtration of the catalyst, the filtrate is evaporated under reduced pressure to a volume of about 50 ml. Water (150 ml) is added and the solution is extracted with dichloromethane (3×100 ml). The combined organic soluti...